From a dataset of the Open Reaction Database (ORD), a public repository of structured organic reaction records. describe an organic reaction: reactants, conditions, products, and yield The reactants are O, O=C(O)C(F)(F)F, CC1(C)OC2C(COS(N)(=O)=O)CC(n3ccc4c(Sc5ccccc5)ncnc43)C2O1. The product is NS(=O)(=O)OCC1CC(n2ccc3c(Sc4ccccc4)ncnc32)C(O)C1O. Reaction SMILES: [OH2:40].[OH:33][C:34]([C:35]([F:36])([F:37])[F:38])=[O:39].[S:1]([NH2:2])([O:3][CH2:4][CH:5]1[CH2:6][CH:7]([n:15]2[cH:16][cH:17][c:18]3[c:19]2[n:20][cH:21][n:22][c:23]3[S:24][c:25]2[cH:26][cH:27][cH:28][cH:29][cH:30]2)[CH:8]2[O:9][C:10]([CH3:13])([CH3:14])[O:11][CH:12]12)(=[O:31])=[O:32]>>[S:1]([NH2:2])([O:3][CH2:4][CH:5]1[CH2:6][CH:7]([n:15]2[cH:16][cH:17][c:18]3[c:19]2[n:20][cH:21][n:22][c:23]3[S:24][c:25]2[cH:26][cH:27][cH:28][cH:29][cH:30]2)[CH:8]([OH:9])[CH:12]1[OH:11])(=[O:31])=[O:32]. The reactants are N1=C(C=CC2=CC=CN=C12)CCCC(=O)OCC (Ethyl 4-(1,8-naphthyridin-2-yl)butanoate), [H][H] (hydrogen). Reagents/catalysts: [Pd] (Pd/C). Run in CCOC(=O)C (EtOAc). The product is N1CCCC2=CC=C(N=C12)CCCC(=O)OCC (Ethyl 4-(1,2,3,4-tetrahydro-1,8-naphthyridin-7-yl)butanoate). Reaction SMILES: [N:1]1[C:10]2[C:5](=[CH:6][CH:7]=[CH:8][N:9]=2)[CH:4]=[CH:3][C:2]=1[CH2:11][CH2:12][CH2:13][C:14]([O:16][CH2:17][CH3:18])=[O:15].[H][H]>CCOC(C)=O.[Pd]>[NH:9]1[C:10]2[C:5](=[CH:4][CH:3]=[C:2]([CH2:11][CH2:12][CH2:13][C:14]([O:16][CH2:17][CH3:18])=[O:15])[N:1]=2)[CH2:6][CH2:7][CH2:8]1. Procedure: A solution of 2-3 (2.3 g, 9.4 mmol) in 50 mL EtOAc was treated with 10% Pd/C (230 mg) and a hydrogen balloon. After 4 days the reaction filtered through celite, concentrated, and purified by flash chromatography (silica, 70% EtOAc/hexane), providing 2-4 as a yellow oil. The reactants are ClC=1C=C(C=CC1Cl)C1CN(CC2=CC(=CC=C12)OC)C ((−)-4-(3,4-dichlorophenyl)-7-methoxy-2-methyl-1,2,3,4-tetrahydroisoquinoline), C(=O)(O)[C@H](O)[C@@H](O)C(=O)O.N=1C=NN2C1C=CC(=C2)C2=CC=C1C(CNCC1=C2)C2=CC(=C(C=C2)Cl)Cl ((+)-7-([1,2,4]triazolo[1,5-a]pyridin-6-yl)-4-(3,4-dichlorophenyl)-1,2,3,4-tetrahydroisoquinoline, L-tartrate salt). Yields the product C(=O)([O-])[C@H](O)[C@@H](O)C(=O)[O-] (L-tartrate), C(=O)(O)[C@H](O)[C@@H](O)C(=O)O.N=1C=NN2C1C=CC(=C2)C2=CC=C1C(CNCC1=C2)C2=CC(=C(C=C2)Cl)Cl (7-([1,2,4]triazolo[1,5-a]pyridin-6-yl)-4-(3,4-dichlorophenyl)-1,2,3,4-tetrahydroisoquinoline, L-Tartrate Salt). Reaction SMILES: ClC1C=C(C2C3C(=CC(OC)=CC=3)CN(C)C2)C=CC=1Cl.[C:22]([C@@H:25]([C@H:27]([C:29]([OH:31])=[O:30])[OH:28])[OH:26])([OH:24])=[O:23].[N:32]1[CH:33]=[N:34][N:35]2[CH:40]=[C:39]([C:41]3[CH:50]=[C:49]4[C:44]([CH:45]([C:51]5[CH:56]=[CH:55][C:54]([Cl:57])=[C:53]([Cl:58])[CH:52]=5)[CH2:46][NH:47][CH2:48]4)=[CH:43][CH:42]=3)[CH:38]=[CH:37][C:36]=12>>[C:22]([C@@H:25]([C@H:27]([C:29]([O-:31])=[O:30])[OH:28])[OH:26])([O-:24])=[O:23].[C:22]([C@@H:25]([C@H:27]([C:29]([OH:31])=[O:30])[OH:28])[OH:26])([OH:24])=[O:23].[N:32]1[CH:33]=[N:34][N:35]2[CH:40]=[C:39]([C:41]3[CH:50]=[C:49]4[C:44]([CH:45]([C:51]5[CH:56]=[CH:55][C:54]([Cl:57])=[C:53]([Cl:58])[CH:52]=5)[CH2:46][NH:47][CH2:48]4)=[CH:43][CH:42]=3)[CH:38]=[CH:37][C:36]=12 |f:1.2,4.5|. Procedure details: The L-tartrate of the (−)-7-([1,2,4]triazolo[1,5-a]pyridin-6-yl)-4-(3,4-dichlorophenyl)-1,2,3,4-tetrahydroisoquinoline was prepared using (−)-4-(3,4-dichlorophenyl)-7-methoxy-2-methyl-1,2,3,4-tetrahydroisoquinoline following similar steps described for the synthesis of the (+)-7-([1,2,4]triazolo[1,5-a]pyridin-6-yl)-4-(3,4-dichlorophenyl)-1,2,3,4-tetrahydroisoquinoline, L-tartrate salt ([α]24D −6.0° (c 0.10, methanol)). Reactants: M-tert-Bu, C(C)(C)(C)OC(=O)NCCC(=O)O (N-(tert-butoxycarbonyl)-β-alanine), FC(OC1=CC=C(C=C1)O)(F)F (4-(trifluoromethoxy)phenol), H+, C(C)(C)(C)OC(=O)NCCCC(=O)OC1=C(C=CC=C1C)C (2,6-dimethylphenyl 4-[(tert-butoxycarbonyl)amino]butanoate). The product is C(C)(C)(C)OC(=O)NCCC(=O)OC1=CC=C(C=C1)OC(F)(F)F (4-(Trifluoromethoxy)phenyl N-(tert-butoxycarbonyl)-β-alaninate). As a reaction SMILES: [C:1]([O:5][C:6]([NH:8][CH2:9][CH2:10][C:11]([OH:13])=[O:12])=[O:7])([CH3:4])([CH3:3])[CH3:2].[F:14][C:15]([F:25])([F:24])[O:16][C:17]1[CH:22]=[CH:21][C:20](O)=[CH:19][CH:18]=1.C(OC(NCCCC(OC1C(C)=CC=CC=1C)=O)=O)(C)(C)C>>[C:1]([O:5][C:6]([NH:8][CH2:9][CH2:10][C:11]([O:13][C:20]1[CH:19]=[CH:18][C:17]([O:16][C:15]([F:14])([F:24])[F:25])=[CH:22][CH:21]=1)=[O:12])=[O:7])([CH3:4])([CH3:2])[CH3:3]. Procedure: The title compound was prepared from N-(tert-butoxycarbonyl)-β-alanine and 4-(trifluoromethoxy)phenol in a similar manner as described for 2,6-dimethylphenyl 4-[(tert-butoxycarbonyl)amino]butanoate. Mass Spectrum (M-tert-Bu)+H+ 293.96 The reactants are 2,6-dimethylquinone, S(=O)([O-])S(=O)[O-].[Na+].[Na+] (sodium dithionite), C1(O)=CC=C(O)C=C1 (hydroquinone), CC(C=C)(CCCC(CCCC(CCCC(C)C)C)C)O (3,7,11,15-tetramethyl-3-hydroxy-1-hexadecene). The reagents and catalysts are [Cl-].[Cl-].[Zn+2] (ZnCl2). The product is O1CCCC2=CC(=CC=C12)O (6-chromanol). Reaction SMILES: S(S([O-])=O)([O-])=O.[Na+].[Na+].[C:9]1([CH:16]=[CH:15][C:13]([OH:14])=[CH:12][CH:11]=1)[OH:10].[CH3:17][C:18](O)(CCCC(C)CCCC(C)CCCC(C)C)[CH:19]=C>[Cl-].[Cl-].[Zn+2]>[O:10]1[C:9]2[C:16](=[CH:15][C:13]([OH:14])=[CH:12][CH:11]=2)[CH2:19][CH2:18][CH2:17]1 |f:0.1.2,5.6.7|. Procedure details: 2,6-dimethylquinone 111 is reduced with sodium dithionite to the hydroquinone 112, which is then reacted with 3,7,11,15-tetramethyl-3-hydroxy-1-hexadecene 113 and ZnCl2 to form the 6-chromanol 114. Conversion to the protected intermediate 115 is followed by bromination with Br2 and silver trifluoroacetate to form the bromide 116. Finally, 116 can be deprotected and oxidized with ceric ammonium nitrate (CAN) to yield 117. The reactants are C[Mg]Cl (methyl magnesium chloride), [N+](=O)([O-])C1=CC2=C(SC3=C2C=CC=C3)C=C1 (2-nitrodibenzothiophene), ClC=1C(C(=C(C(C1Cl)=O)C#N)C#N)=O (2,3-dichloro-5,6-dicyano-1,4-benzoquinone). Solvent: O (water), C1CCOC1 (THF). The product is CC1=C(C=CC=2SC3=C(C21)C=CC=C3)[N+](=O)[O-] (1-Methyl-2-nitrodibenzothiophene). Conditions: time 5.5 hour. RXN SMILES: [N+:1]([C:4]1[CH:16]=[CH:15][C:7]2[S:8][C:9]3[CH:14]=[CH:13][CH:12]=[CH:11][C:10]=3[C:6]=2[CH:5]=1)([O-:3])=[O:2].[CH3:17][Mg]Cl.ClC1C(=O)C(C#N)=C(C#N)C(=O)C=1Cl>C1COCC1.O>[CH3:17][C:5]1[C:6]2[C:10]3[CH:11]=[CH:12][CH:13]=[CH:14][C:9]=3[S:8][C:7]=2[CH:15]=[CH:16][C:4]=1[N+:1]([O-:3])=[O:2]. Procedure details: To a stirred suspension of 2-nitrodibenzothiophene (2.20 g, 9.61 mmol) in dry THF (100 ml) at −15° C. was slowly added methyl magnesium chloride (3 M solution in THF; 9.6 ml, 29 mmol). After stirring at this temperature for 5.5 h, 2,3-dichloro-5,6-dicyano-1,4-benzoquinone (6.98 g, 30.75 mmol) was added portion wise, keeping the temperature below −10° C. The mixture was allowed to warm to room temperature and stirred for 16 h. The reaction mixture was diluted with water and extracted into DCM. Th...